The task is: describe an organic reaction: reactants, conditions, products, and yield. This data is from the Open Reaction Database (ORD), a public repository of structured organic reaction records. Reactants: O (water), [N+](=O)([O-])C1=C(C=CC=2OCCOC21)NC(OC(C)(C)C)=O (tert-butyl 5-nitro-2,3-dihydrobenzo[b][1,4]dioxin-6-ylcarbamate), S(=O)(=O)(OC)OC (Dimethyl sulfate), [H-].[Na+] (Sodium hydride). Solvent: CN(C)C=O (DMF). Run at temperature 0 celsius. Product: CN(C(OC(C)(C)C)=O)C1=C(C2=C(OCCO2)C=C1)[N+](=O)[O-] (tert-butyl methyl(5-nitro-2,3-dihydrobenzo[b][1,4]dioxin-6-yl)carbamate). The yield is 90.9%. RXN SMILES: [N+:1]([C:4]1[C:13]2[O:12][CH2:11][CH2:10][O:9][C:8]=2[CH:7]=[CH:6][C:5]=1[NH:14][C:15](=[O:21])[O:16][C:17]([CH3:20])([CH3:19])[CH3:18])([O-:3])=[O:2].[H-].[Na+].S(OC)(O[CH3:28])(=O)=O.O>CN(C=O)C>[CH3:28][N:14]([C:5]1[CH:6]=[CH:7][C:8]2[O:9][CH2:10][CH2:11][O:12][C:13]=2[C:4]=1[N+:1]([O-:3])=[O:2])[C:15](=[O:21])[O:16][C:17]([CH3:18])([CH3:20])[CH3:19] |f:1.2|. Procedure: A mixture of tert-butyl 5-nitro-2,3-dihydrobenzo[b][1,4]dioxin-6-ylcarbamate (2.3 g, 7.8 mmol) in DMF (25 mL) was stirred at 0° C. Sodium hydride (373 mg, 9.3 mmol) was added slowly. Dimethyl sulfate (1.017 g, 9.3 mmol) was added dropwise and the mixture was stirred at 0° C. for 0.5 h. To the reaction mixture was slowly added water (40 mL). The mixture was extracted with toluene (40 mL), the organic phase was washed with water (40 mL) and dried, and the solvent removed. The product was purified ... The reactants are ClC1=NC=C(C=C1)[N+](=O)[O-] (2-Chloro-5-nitropyridine), C1(=CC=CC=C1)B(O)O (phenylboronic acid). Reagents/catalysts: C=1C=CC(=CC1)[P](C=2C=CC=CC2)(C=3C=CC=CC3)[Pd]([P](C=4C=CC=CC4)(C=5C=CC=CC5)C=6C=CC=CC6)([P](C=7C=CC=CC7)(C=8C=CC=CC8)C=9C=CC=CC9)[P](C=1C=CC=CC1)(C=1C=CC=CC1)C=1C=CC=CC1 (tetrakis(triphenylphosphine)palladium). The solvent is COCCOC (1,2-dimethoxyethan). Run at time 20 minute. Yields the product C1(=CC=CC=C1)C1=NC=C(C=C1)[N+](=O)[O-] (2-Phenyl-5-nitropyridine). The yield is 97.8%. Reaction SMILES: Cl[C:2]1[CH:7]=[CH:6][C:5]([N+:8]([O-:10])=[O:9])=[CH:4][N:3]=1.[C:11]1(B(O)O)[CH:16]=[CH:15][CH:14]=[CH:13][CH:12]=1>C1C=CC([P]([Pd]([P](C2C=CC=CC=2)(C2C=CC=CC=2)C2C=CC=CC=2)([P](C2C=CC=CC=2)(C2C=CC=CC=2)C2C=CC=CC=2)[P](C2C=CC=CC=2)(C2C=CC=CC=2)C2C=CC=CC=2)(C2C=CC=CC=2)C2C=CC=CC=2)=CC=1.COCCOC>[C:11]1([C:2]2[CH:7]=[CH:6][C:5]([N+:8]([O-:10])=[O:9])=[CH:4][N:3]=2)[CH:16]=[CH:15][CH:14]=[CH:13][CH:12]=1 |^1:23,25,44,63|. Reported procedure: 2-Chloro-5-nitropyridine (3.0 g, 18.9 mmol), phenylboronic acid (2.5 g, 20.8 mmol), and tetrakis(triphenylphosphine)palladium (0.2 g, 0.2 mmol) were added to 1,2-dimethoxyethan (30 ml), then degassed and purged with nitrogen three times under reduced pressure. Under nitrogen atmosphere the mixture was stirred at room temperature for 20 minutes, then 1M aqueous sodium carbonate (40 ml) was poured in, and the temperature was raised to 80° C. After the reaction at 80° C. for 6 hours, the mixture wa... Reactants: OCC1=CN=CN1C(C)C (5-hydroxymethyl-1-isopropylimidazole), S(=O)(Cl)Cl (thionyl chloride). Run at temperature 90 celsius. Yields the product Cl.ClCC1=CN=CN1C(C)C (5-chloromethyl-1-isopropylimidazole hydrochloride). Reaction SMILES: O[CH2:2][C:3]1[N:7]([CH:8]([CH3:10])[CH3:9])[CH:6]=[N:5][CH:4]=1.S(Cl)([Cl:13])=O>>[ClH:13].[Cl:13][CH2:2][C:3]1[N:7]([CH:8]([CH3:10])[CH3:9])[CH:6]=[N:5][CH:4]=1 |f:2.3|. Reported procedure: To 5-hydroxymethyl-1-isopropylimidazole (4.5 g), thionyl chloride (20 ml) was added by portions at 0° C., and the mixture was heated for 30 minutes under nitrogen atmosphere at 90° C. The mixture was allowed to be at room temperature. The solvent was distilled off under reduced pressure and the obtained residue was dissolved in methanol and the solvent was distilled off again under reduced pressure. The obtained solid was recrystallized from ethyl acetate, to give 5-chloromethyl-1-isopropylimida... Starting materials: CCOCC, CC(C)(CO)CO, O, O=S(Cl)Cl. Product: CC1(C)COS(=O)OC1. RXN SMILES: [CH2:13]([O:14][CH2:15][CH3:16])[CH3:17].[CH3:1][C:2]([CH2:3][OH:4])([CH2:5][OH:6])[CH3:7].[OH2:12].[S:8](=[O:9])([Cl:10])[Cl:11]>>[CH3:1][C:2]1([CH3:7])[CH2:3][O:4][S:8](=[O:9])[O:6][CH2:5]1. Reactants: O=C([O-])[O-], COC(=O)Cc1cccc(CBr)c1, CN(C)C=O, CC(C)NC1CCN(c2nc3ccc(Cl)cc3s2)CC1, [K+], [K+], O. Product: COC(=O)Cc1cccc(CN(C(C)C)C2CCN(c3nc4ccc(Cl)cc4s3)CC2)c1. As a reaction SMILES: [C:34](=[O:35])([O-:36])[O-:37].[CH3:21][O:22][C:23]([CH2:24][c:25]1[cH:26][c:27]([CH2:31][Br:32])[cH:28][cH:29][cH:30]1)=[O:33].[CH3:40][N:41]([CH3:42])[CH:43]=[O:44].[Cl:1][c:2]1[cH:3][c:4]2[c:5]([n:6][c:7]([N:9]3[CH2:10][CH2:11][CH:12]([NH:15][CH:16]([CH3:17])[CH3:18])[CH2:13][CH2:14]3)[s:8]2)[cH:19][cH:20]1.[K+:38].[K+:39].[OH2:45]>>[Cl:1][c:2]1[cH:3][c:4]2[c:5]([n:6][c:7]([N:9]3[CH2:10][CH2:11][CH:12]([N:15]([CH:16]([CH3:17])[CH3:18])[CH2:31][c:27]4[cH:26][c:25]([CH2:24][C:23]([O:22][CH3:21])=[O:33])[cH:30][cH:29][cH:28]4)[CH2:13][CH2:14]3)[s:8]2)[cH:19][cH:20]1. Reactants: C1(=CC=C(C=C1)S(=O)(=O)[O-])C.[NH+]1=CC=CC=C1 (pyridinium p-toluenesulfonate), FC=1C(=NC(=NC1)NCCN1C(NCC1)=O)C1=CC2=C(S1)C(=CC=C2)C2=CC(=NC=C2OCCOC2OCCCC2)F (1-{2-[5-fluoro-4-(7-{2-fluoro-5-[2-(tetrahydro-pyran-2-yloxy)-ethoxy]-pyridin-4-yl}-benzo[b]thiophen-2-yl)-pyrimidin-2-ylamino]-ethyl}-imidazolidin-2-one). Run in C(C)O (ethanol). Reaction conditions: temperature 55 celsius, time 8 hour. Yields the product FC=1C(=NC(=NC1)NCCN1C(NCC1)=O)C1=CC2=C(S1)C(=CC=C2)C2=CC(=NC=C2OCCO)F (1-[2-(5-Fluoro-4-{7-[2-fluoro-5-(2-hydroxyethoxy)pyridin-4-yl]benzo[b]thiophen-2-yl}pyrimidin-2-ylamino)ethyl]imidazolidin-2-one). Yield: 86.1%. RXN SMILES: C1(C)C=CC(S([O-])(=O)=O)=CC=1.[NH+]1C=CC=CC=1.[F:18][C:19]1[C:20]([C:34]2[S:38][C:37]3[C:39]([C:43]4[C:48]([O:49][CH2:50][CH2:51][O:52]C5CCCCO5)=[CH:47][N:46]=[C:45]([F:59])[CH:44]=4)=[CH:40][CH:41]=[CH:42][C:36]=3[CH:35]=2)=[N:21][C:22]([NH:25][CH2:26][CH2:27][N:28]2[CH2:32][CH2:31][NH:30][C:29]2=[O:33])=[N:23][CH:24]=1>C(O)C>[F:18][C:19]1[C:20]([C:34]2[S:38][C:37]3[C:39]([C:43]4[C:48]([O:49][CH2:50][CH2:51][OH:52])=[CH:47][N:46]=[C:45]([F:59])[CH:44]=4)=[CH:40][CH:41]=[CH:42][C:36]=3[CH:35]=2)=[N:21][C:22]([NH:25][CH2:26][CH2:27][N:28]2[CH2:32][CH2:31][NH:30][C:29]2=[O:33])=[N:23][CH:24]=1 |f:0.1|. Procedure: Add pyridinium p-toluenesulfonate (4.3 mg, 0.02 mmol) to a solution of 1-{2-[5-fluoro-4-(7-{2-fluoro-5-[2-(tetrahydro-pyran-2-yloxy)-ethoxy]-pyridin-4-yl}-benzo[b]thiophen-2-yl)-pyrimidin-2-ylamino]-ethyl}-imidazolidin-2-one (100 mg, 0.17 mmol) in ethanol (4 mL). Stir the mixture at 55° C. overnight. Cool the solution. Concentrate the solution in vacuo to yellow oil. Purify the oil by column chromatography (methylene chloride to 10% methanol in methylene chloride) to afford the title compound (7... The yield is 69.0%. Starting materials: O (water), O1C(C1CC=C(C)C)(C)C1C(CCC(C1)O)(O)CSC (2-(1,2-epoxy-1,5-dimethyl-4-hexenyl)-1-methylthiomethyl-1,4-cyclohexanediol), CN(C)C1=NC=CC=C1 (dimethylaminopyridine), ClCCN=C=O (2-chloroethylisocyanate), ClCCl (dichloromethane). Reaction conditions: time 8 hour. RXN SMILES: [O:1]1[CH:3]([CH2:4][CH:5]=[C:6]([CH3:8])[CH3:7])[C:2]1([CH:10]1[CH2:15][CH:14]([OH:16])[CH2:13][CH2:12][C:11]1([CH2:18][S:19][CH3:20])[OH:17])[CH3:9].[CH3:21][N:22]([C:24]1C=CC=CN=1)C.ClCCN=[C:34]=[O:35].[OH2:36].Cl[CH2:38][Cl:39]>>[Cl:39][CH2:38][CH2:21][NH:22][C:24]([O:16][CH:14]1[CH2:13][CH2:12][C:11]([CH2:18][S:19][CH3:20])([OH:17])[CH:10]([C:2]2([CH3:9])[O:1][CH:3]2[CH2:4][CH:5]=[C:6]([CH3:8])[CH3:7])[CH:15]1[O:35][CH3:34])=[O:36]. Reported procedure: To a solution of 2-(1,2-epoxy-1,5-dimethyl-4-hexenyl)-1-methylthiomethyl-1,4-cyclohexanediol (1.00 g) and dimethylaminopyridine (185 ml) in dichloromethane (10 ml) was added dropwise 2-chloroethylisocyanate (0.52 ml), which was stirred overnight. To the reaction mixture was added water to suspend the reaction, then the product was extracted with ethyl acetate. The organic layer was washed with a saturated aqueous saline solution, followed by drying over anhydrous magnesium sulfate. The solvent w... Product: ClCCNC(=O)OC1C(C(C(CC1)(O)CSC)C1(C(CC=C(C)C)O1)C)OC (4-(2-chloroethylcarbamoyloxy)-2-(1,2-epoxy-1,5-dimethyl-4-hexenyl)-3-methoxy-1-methylthiomethylcyclohexanol).